The task is: describe an organic reaction: reactants, conditions, products, and yield. This data is from the Open Reaction Database (ORD), a public repository of structured organic reaction records. Reactants: ClC=1C=CC(=C(O[C@@H]2CN(CCC2)C(C(F)(F)F)=O)C1)[N+](=O)[O-] ((S)-1-(3-(5-chloro-2-nitrophenoxy)piperidin-1-yl)-2,2,2-trifluoroethanone), Cl[Sn]Cl (SnCl2). Solvent: CCOC(=O)C (EtOAc), CCOC(=O)C (EtOAc), C(=O)([O-])[O-].[K+].[K+] (K2CO3). Yields the product NC1=C(O[C@@H]2CN(CCC2)C(C(F)(F)F)=O)C=C(C=C1)Cl ((S)-1-(3-(2-amino-5-chlorophenoxy)piperidin-1-yl)-2,2,2-trifluoroethanone). As a reaction SMILES: [Cl:1][C:2]1[CH:3]=[CH:4][C:5]([N+:21]([O-])=O)=[C:6]([CH:20]=1)[O:7][C@H:8]1[CH2:13][CH2:12][CH2:11][N:10]([C:14](=[O:19])[C:15]([F:18])([F:17])[F:16])[CH2:9]1.Cl[Sn]Cl>CCOC(C)=O.C([O-])([O-])=O.[K+].[K+]>[NH2:21][C:5]1[CH:4]=[CH:3][C:2]([Cl:1])=[CH:20][C:6]=1[O:7][C@H:8]1[CH2:13][CH2:12][CH2:11][N:10]([C:14](=[O:19])[C:15]([F:17])([F:16])[F:18])[CH2:9]1 |f:3.4.5|. Procedure: (S)-1-(3-(5-chloro-2-nitrophenoxy)piperidin-1-yl)-2,2,2-trifluoroethanone (465.0 mg) and SnCl2*H2O (1.49 g) was dissolved in EtOAc (10.0 ml) and heated at reflux for 3.5 h. The reaction mixture was diluted with EtOAc an 10% aq. K2CO3. The mixture was separated and the organic layer washed with water and brine. The organic phase was dried and poured through an hydrophobic frit. The solvent was evaporated to give the intended product.